describe an organic reaction: reactants, conditions, products, and yield From a dataset of the Open Reaction Database (ORD), a public repository of structured organic reaction records. Starting materials: CCOCc1cc2cnc(SC)nc2n(C2CCCC2)c1=O, ClCCl, O=S(=O)(c1ccccc1)N1OC1c1ccccc1. Yields the product CCOCc1cc2cnc(S(C)=O)nc2n(C2CCCC2)c1=O. Reaction SMILES: [CH:1]1([n:6]2[c:7](=[O:22])[c:8]([CH2:18][O:19][CH2:20][CH3:21])[cH:9][c:10]3[c:11]2[n:12][c:13]([S:16][CH3:17])[n:14][cH:15]3)[CH2:2][CH2:3][CH2:4][CH2:5]1.[Cl:41][CH2:42][Cl:43].[c:23]1([S:24]([N:25]2[CH:26]([c:27]3[cH:28][cH:29][cH:31][cH:32][cH:33]3)[O:34]2)(=[O:30])=[O:35])[cH:36][cH:37][cH:38][cH:39][cH:40]1>>[CH:1]1([n:6]2[c:7](=[O:22])[c:8]([CH2:18][O:19][CH2:20][CH3:21])[cH:9][c:10]3[c:11]2[n:12][c:13]([S:16]([CH3:17])=[O:30])[n:14][cH:15]3)[CH2:2][CH2:3][CH2:4][CH2:5]1. The reactants are NC=1C=C2C=CN=CC2=CC1 (6-aminoisoquinoline), N1=CC=CC=C1 (pyridine), C1(=CC=CC=C1)S(=O)(=O)Cl (Benzenesulphonyl chloride). Solvent: C(Cl)Cl (CH2Cl2), C(Cl)Cl (CH2Cl2). Yields the product C1(=CC=CC=C1)S(=O)(=O)NC=1C=C2C=CN=CC2=CC1 (6-phenylsulphonamidoisoquinoline). Yield: 28.9%. Reaction SMILES: [C:1]1([S:7](Cl)(=[O:9])=[O:8])[CH:6]=[CH:5][CH:4]=[CH:3][CH:2]=1.[NH2:11][C:12]1[CH:13]=[C:14]2[C:19](=[CH:20][CH:21]=1)[CH:18]=[N:17][CH:16]=[CH:15]2.N1C=CC=CC=1>C(Cl)Cl>[C:1]1([S:7]([NH:11][C:12]2[CH:13]=[C:14]3[C:19](=[CH:20][CH:21]=2)[CH:18]=[N:17][CH:16]=[CH:15]3)(=[O:9])=[O:8])[CH:6]=[CH:5][CH:4]=[CH:3][CH:2]=1. Procedure details: Benzenesulphonyl chloride (4.9 g, 0.028M) in CH2Cl2 (15 ml) was added dropwise over 10 minutes to a cooled stirred mixture of 6-aminoisoquinoline (4.0 g, 0.028M) and pyridine (2.37 g, 0.03M) in CH2Cl2 (150 ml). The reaction mixture was stirred overnight at room temperature and was then washed with H2O. The CH2Cl2 solution was dried over MgSO4 and was then chromatographed on a silica gel column. After evaporation the residue was recrystallised from isopropanol to yield 6-phenylsulphonamidoisoquin... Starting materials: CC=1NC=2N(C(C1C(=O)OC(C)C)C1=CC(=CC=C1)[N+](=O)[O-])C(NN2)=O (2,3,5,8-Tetrahydro-7-methyl-5-(3-nitrophenyl)-3-oxo-1,2,4-triazolo[4,3-a]-pyrimidine-6-carboxylic acid, 1-methylethyl ester), CNN (methylhydrazine). Run in C(C)#N (acetonitrile). Run at time 45 minute. The product is CN1NC=2N(C(=C(C(N2)C)C(=O)OC(C)C)C2=CC(=CC=C2)[N+](=O)[O-])C1=O (2,3,4,7-Tetrahydro-2,7-dimethyl-5-(3-nitrophenyl)-3-oxo-1,2,4-triazolo[4,3-a]pyrimidine-6-carboxylic acid, 1-methylethyl ester). Yield: 83.0%. As a reaction SMILES: [CH3:1][C:2]1[NH:3][C:4]2[N:5]([C:23](=[O:26])[NH:24][N:25]=2)[CH:6]([C:14]2[CH:19]=[CH:18][CH:17]=[C:16]([N+:20]([O-:22])=[O:21])[CH:15]=2)[C:7]=1[C:8]([O:10][CH:11]([CH3:13])[CH3:12])=[O:9].[CH3:27]NN>C(#N)C>[CH3:27][N:24]1[C:23](=[O:26])[N:5]2[C:6]([C:14]3[CH:19]=[CH:18][CH:17]=[C:16]([N+:20]([O-:22])=[O:21])[CH:15]=3)=[C:7]([C:8]([O:10][CH:11]([CH3:13])[CH3:12])=[O:9])[CH:2]([CH3:1])[N:3]=[C:4]2[NH:25]1. Procedure: The title B compound of Example 1 (1 g, 2.0 mmol) in acetonitrile (7 ml) was cooled to 0° C. under argon and was treated with methylhydrazine (0.125 mL, 3.2 mmol). The reaction turned yellow instantaneously and a light yellow solid precipitated out. The reaction was allowed to stir at room temperature for 45 minutes and the solid was then filtered off and washed with acetonitrile to provide the title compound (620 mg) as a light yellow solid, m.p. 255°-256° C. The reactants are ClC1=CC=CC2=C1C(N1[C@H](C=3N2C=NC3C(=O)N3C=NC=C3)CCC1)=O ((S)-1-[(8-chloro-11,12,13,13a-tetrahydro-9-oxo-9H-imidazo[1,5-a]pyrrolo[2,1-c][1,4]benzodiazepin-1-yl)carbonyl]imidazole), C1(=CC=CC=C1)O (phenol), C([O-])([O-])=O.[K+].[K+] (potassium carbonate), CN(C=O)C (dimethylformamide). Run in O (water). Reaction conditions: time 26 hour. Yields the product ClC1=CC=CC2=C1C(N1[C@H](C=3N2C=NC3C(=O)OC3=CC=CC=C3)CCC1)=O (phenyl (S)-8-chloro-11,12,13,13a-tetrahydro-9-oxo-9H-imidazo[1,5-a]pyrrolo[2,1-c][1,4]benzodiazepine-1-carboxylate). Reaction SMILES: [Cl:1][C:2]1[C:7]2[C:8](=[O:26])[N:9]3[CH2:25][CH2:24][CH2:23][C@H:10]3[C:11]3[N:12]([CH:13]=[N:14][C:15]=3[C:16](N3C=CN=C3)=[O:17])[C:6]=2[CH:5]=[CH:4][CH:3]=1.[C:27]1([OH:33])[CH:32]=[CH:31][CH:30]=[CH:29][CH:28]=1.C(=O)([O-])[O-].[K+].[K+].CN(C)C=O>O>[Cl:1][C:2]1[C:7]2[C:8](=[O:26])[N:9]3[CH2:25][CH2:24][CH2:23][C@H:10]3[C:11]3[N:12]([CH:13]=[N:14][C:15]=3[C:16]([O:33][C:27]3[CH:32]=[CH:31][CH:30]=[CH:29][CH:28]=3)=[O:17])[C:6]=2[CH:5]=[CH:4][CH:3]=1 |f:2.3.4|. Reported procedure: A mixture of 1.84 g (5 mmol) of (S)-1-[(8-chloro-11,12,13,13a-tetrahydro-9-oxo-9H-imidazo[1,5-a]pyrrolo[2,1-c][1,4]benzodiazepin-1-yl)carbonyl]imidazole, 0.56 g (6 mmol) of phenol, 0.83 g (6 mmol) of powdered potassium carbonate and 20 ml of dry dimethylformamide is stirred at room temperature for 26 hours, then poured into 100 ml of water and extracted three times with chloroform. The chloroform solution is washed twice with water and three times with saturated sodium chloride solution, dried o... Starting materials: OC(CC(=O)OC)CCC=CC=CC (Methyl 3-hydroxy-6,8-decadienoate), C(C(C)C)N (isobutylamine). Run at temperature 90 celsius, time 24 hour. Product: C(C(C)C)NC(CC(CCC=CC=CC)O)=O (N-isobutyl-3-hydroxy-6,8-decadienamide). Yield: 82.0%. As a reaction SMILES: [OH:1][CH:2]([CH2:8][CH2:9][CH:10]=[CH:11][CH:12]=[CH:13][CH3:14])[CH2:3][C:4]([O:6]C)=O.[CH2:15]([NH2:19])[CH:16]([CH3:18])[CH3:17]>>[CH2:15]([NH:19][C:4](=[O:6])[CH2:3][CH:2]([OH:1])[CH2:8][CH2:9][CH:10]=[CH:11][CH:12]=[CH:13][CH3:14])[CH:16]([CH3:18])[CH3:17]. Reported procedure: Methyl 3-hydroxy-6,8-decadienoate (g) (86.1 g, 0.43 mol) and isobutylamine (95.3 g, 1.3 mol) were put into a 500-ml flask, followed by stirring at 90° C. for 24 hours. After isobutylamine was recovered under a reduced pressure, heptane (700 ml) was added thereto, followed by cooling to 0° C. A white solid thus precipitated was filtered and dried under a reduced pressure. Thus, N-isobutyl-3-hydroxy-6,8-decadienamide (h) was obtained (85.2 g, 0.35 mol, yield 82%).